This data is from the Open Reaction Database (ORD), a public repository of structured organic reaction records. The task is: describe an organic reaction: reactants, conditions, products, and yield Starting materials: ClC1=C(C(=CC=C1)Cl)C1=CC2=C(N=C(N=N2)N)C(=C1)C (7-(2,6-dichloro-phenyl)-5-methyl-benzo[1,2,4]triazin-3-ylamine), C1(=CC=CC=C1)P(C1=CC=CC=2C(C3=CC=CC(=C3OC12)P(C1=CC=CC=C1)C1=CC=CC=C1)(C)C)C1=CC=CC=C1 (4,5-bis(diphenylphosphino)-9,9-dimethyl xanthene), C(C)(C)(C)OC(=O)N1CCN(CC1)S(=O)(=O)C1=CC=C(C=C1)Br (4-(4-bromo-benzenesulfonyl)-piperazine-1-carboxylic acid tert-butyl ester), C([O-])([O-])=O.[Cs+].[Cs+] (cesium carbonate). The reagents and catalysts are [Pd].[Pd].C(C1=CC=CC=C1)=CC(=O)C=CC1=CC=CC=C1.C(C1=CC=CC=C1)=CC(=O)C=CC1=CC=CC=C1.C(C1=CC=CC=C1)=CC(=O)C=CC1=CC=CC=C1 (tris(dibenzylideneacetone) dipalladium). The product is C(C)(C)(C)OC(=O)N1CCN(CC1)S(=O)(=O)C1=CC=C(C=C1)NC=1N=NC2=C(N1)C(=CC(=C2)C2=C(C=CC=C2Cl)Cl)C (4-{4-[7-(2,6-dichloro-phenyl)-5-methyl-benzo[1,2,4]triazin-3-ylamino]-benzenesulfonyl}-piperazine-1-carboxylic acid tert-butyl ester). Isolated yield 43.7%. RXN SMILES: [Cl:1][C:2]1[CH:7]=[CH:6][CH:5]=[C:4]([Cl:8])[C:3]=1[C:9]1[CH:19]=[C:18]([CH3:20])[C:12]2[N:13]=[C:14]([NH2:17])[N:15]=[N:16][C:11]=2[CH:10]=1.[C:21]([O:25][C:26]([N:28]1[CH2:33][CH2:32][N:31]([S:34]([C:37]2[CH:42]=[CH:41][C:40](Br)=[CH:39][CH:38]=2)(=[O:36])=[O:35])[CH2:30][CH2:29]1)=[O:27])([CH3:24])([CH3:23])[CH3:22].C(=O)([O-])[O-].[Cs+].[Cs+].C1(P(C2C=CC=CC=2)C2C3OC4C(=CC=CC=4P(C4C=CC=CC=4)C4C=CC=CC=4)C(C)(C)C=3C=CC=2)C=CC=CC=1>[Pd].[Pd].C(=CC(C=CC1C=CC=CC=1)=O)C1C=CC=CC=1.C(=CC(C=CC1C=CC=CC=1)=O)C1C=CC=CC=1.C(=CC(C=CC1C=CC=CC=1)=O)C1C=CC=CC=1>[C:21]([O:25][C:26]([N:28]1[CH2:33][CH2:32][N:31]([S:34]([C:37]2[CH:42]=[CH:41][C:40]([NH:17][C:14]3[N:15]=[N:16][C:11]4[CH:10]=[C:9]([C:3]5[C:4]([Cl:8])=[CH:5][CH:6]=[CH:7][C:2]=5[Cl:1])[CH:19]=[C:18]([CH3:20])[C:12]=4[N:13]=3)=[CH:39][CH:38]=2)(=[O:36])=[O:35])[CH2:30][CH2:29]1)=[O:27])([CH3:24])([CH3:22])[CH3:23] |f:2.3.4,6.7.8.9.10|. Procedure details: In a dry 25 mL round bottom flask, 7-(2,6-dichloro-phenyl)-5-methyl-benzo[1,2,4]triazin-3-ylamine (0.205 g, 0.672 mmol, 1 equiv), 4-(4-bromo-benzenesulfonyl)-piperazine-1-carboxylic acid tert-butyl ester (0.408 g, 1.01 mmol, 1.5 equiv), cesium carbonate (0.657 g, 2.02 mmol, 3 equiv); 4,5-bis(diphenylphosphino)-9,9-dimethyl xanthene (0.078 g, 0.134 mmol, 0.2 equiv) and tris(dibenzylideneacetone) dipalladium (0.0615 g, 0.067 mmol, 0.1 equiv) were combined. The reactants were flushed with argon, di... Reactants: C(C)(=O)O (acetic acid), C(C1=CC=CC=C1)N1CCC2(CC(NC(C2)=O)=O)CC1 (9-benzyl-3,9-diazaspiro[5.5]undecane-2,4-dione). Reagents/catalysts: [OH-].[Pd+2].[OH-] (Palladium hydroxide). Run in C(C)O (ethanol). Run at time 18 hour. Product: acetate salt, C1C(NC(CC12CCNCC2)=O)=O (3,9-Diazaspiro[5.5]undecane-2,4-dione). Yield: 86.2%. As a reaction SMILES: C(O)(=O)C.C([N:12]1[CH2:24][CH2:23][C:15]2([CH2:20][C:19](=[O:21])[NH:18][C:17](=[O:22])[CH2:16]2)[CH2:14][CH2:13]1)C1C=CC=CC=1>C(O)C.[OH-].[Pd+2].[OH-]>[CH2:20]1[C:15]2([CH2:14][CH2:13][NH:12][CH2:24][CH2:23]2)[CH2:16][C:17](=[O:22])[NH:18][C:19]1=[O:21] |f:3.4.5|. Procedure: Palladium hydroxide (20% on carbon; 100 mg) and acetic acid (250 μL) were added to a solution of 9-benzyl-3,9-diazaspiro[5.5]undecane-2,4-dione (0.38 g, 1.40 mmol) in ethanol (5 mL). The reaction vessel was evacuated and back-filled with nitrogen (3×), then back-filled with hydrogen (1 atm). After 18 h, the mixture was filtered and concentrated to give the acetate salt of the title compound (220 mg). MS 183.1 (M+1). The reactants are BrCC(=O)C1OCCC1C ((2RS,3SR)-2-bromoacetyl-3-methyltetrahydrofuran), OC(C(=O)OCC1=CC=C(C=C1)OC)N1[C@@H]2SC(=N[C@@H]2C1=O)CC1=CC=CC=C1 (4-Methoxybenzyl (2RS) -2-hydroxy-2-[(1R, 5R)-3-benzyl-4-thia-2,6-diazabicyclo[3.2.0]hept-2-en-7-on-6-yl]acetate), C([O-])([O-])=O.[K+].[K+] (potassium carbonate), O.C1(=CC=C(C=C1)S(=O)(=O)O)C (toluene-4-sulphonic acid hydrate), thiol. The solvent is CC(=O)C (acetone), CC(=O)C (acetone), C(C)(=O)OCC (ethyl acetate), C(C)(=O)OCC.CCCCCC (ethyl acetate hexane), O (water), ClCCl.CC(=O)C (dichloromethane acetone). Conditions: time 30 minute. Yields the product OC(C(=O)OCC1=CC=C(C=C1)OC)N1C([C@H]([C@H]1SCC(=O)C1OCCC1C)NC(CC1=CC=CC=C1)=O)=O (4-Methoxybenzyl (2RS)-2-Hydroxy-2-[(3R,4R)-3-phenylacetamido-4-[(2RS,3SR)-3-methyltetrahydrofuran-2-ylcarbonylmethylthio]azetidin-2-on-1-yl]acetate). Yield: 60.9%. RXN SMILES: [OH:1][CH:2]([N:15]1[C:21](=[O:22])[C@@H:20]2[C@H:16]1[S:17][C:18]([CH2:23][C:24]1[CH:29]=[CH:28][CH:27]=[CH:26][CH:25]=1)=[N:19]2)[C:3]([O:5][CH2:6][C:7]1[CH:12]=[CH:11][C:10]([O:13][CH3:14])=[CH:9][CH:8]=1)=[O:4].O.C1(C)C=CC(S(O)(=O)=[O:38])=CC=1.Br[CH2:43][C:44]([CH:46]1[CH:50]([CH3:51])[CH2:49][CH2:48][O:47]1)=[O:45].C(=O)([O-])[O-].[K+].[K+]>ClCCl.CC(C)=O.O.CC(C)=O.C(OCC)(=O)C.C(OCC)(=O)C.CCCCCC>[OH:1][CH:2]([N:15]1[C@H:16]([S:17][CH2:43][C:44]([CH:46]2[CH:50]([CH3:51])[CH2:49][CH2:48][O:47]2)=[O:45])[C@H:20]([NH:19][C:18](=[O:38])[CH2:23][C:24]2[CH:25]=[CH:26][CH:27]=[CH:28][CH:29]=2)[C:21]1=[O:22])[C:3]([O:5][CH2:6][C:7]1[CH:12]=[CH:11][C:10]([O:13][CH3:14])=[CH:9][CH:8]=1)=[O:4] |f:1.2,4.5.6,7.8,12.13|. Procedure details: 4-Methoxybenzyl (2RS) -2-hydroxy-2-[(1R, 5R)-3-benzyl-4-thia-2,6-diazabicyclo[3.2.0]hept-2-en-7-on-6-yl]acetate (12.66g) was hydrolysed in 50% dichloromethane-acetone (80ml) with toluene-4-sulphonic acid hydrate (10.22g) in water (25ml) as described in Example 6(b). The crude thiol thus prepared (12.942g), in acetone (50ml) was treated with (2RS,3SR)-2-bromoacetyl-3-methyltetrahydrofuran (6.57g) in acetone (20ml) for 10min. at room temperature. Then potassium carbonate (2.08g) was added and stir... Reactants: OC12C(C(N3CCCCC3C(OC(C(CCC(C(C=C(CC(CC(C(C(CC1C)OC)O2)OC)C)C)CCC)=O)C)C(=CC2CC(C(CC2)OS(=O)(=O)C(F)(F)F)OC)C)=O)=O)=O (1-Hydroxy-12-[2-(4-trifluoromethylsulphonyloxy-3-methoxycyclohexyl)-1-methylvinyl]-23,25-dimethoxy-17-propyl-13,19,21,27-tetramethyl-11,28-dioxa-4-azatricyclo [22.3.1.04,9 ]octacos-18-ene-2.3,10,16-tetraone). The solvent is ClCCl (dichloromethane). Run at time 16 hour. The product is OC12C(C(N3CCCCC3C(OC(C(CCC(C(C=C(CC(CC(C(C(CC1C)OC)O2)OC)C)C)CCC)=O)C)C(=CC2CC([C@H](CC2)O)OC)C)=O)=O)=O (1-Hydroxy-12-[2-(4(S)-hydroxy-3-methoxycyclohexyl)-1-methylvinyl]-23,25-dimethoxy-17-propyl-13,19,21,27-tetramethyl-11,28-dioxa-4-azatricyclo[22.3.1.04,9 ]octacos-18-ene-2.3,10,16-tetraone). The yield is 30.7%. RXN SMILES: [OH:1][C:2]12[O:32][CH:25]([CH:26]([O:30][CH3:31])[CH2:27][CH:28]1[CH3:29])[CH:24]([O:33][CH3:34])[CH2:23][CH:22]([CH3:35])[CH2:21][C:20]([CH3:36])=[CH:19][CH:18]([CH2:37][CH2:38][CH3:39])[C:17](=[O:40])[CH2:16][CH2:15][CH:14]([CH3:41])[CH:13]([C:42]([CH3:60])=[CH:43][CH:44]1[CH2:49][CH2:48][CH:47]([O:50]S(C(F)(F)F)(=O)=O)[CH:46]([O:58][CH3:59])[CH2:45]1)[O:12][C:11](=[O:61])[CH:10]1[N:5]([CH2:6][CH2:7][CH2:8][CH2:9]1)[C:4](=[O:62])[C:3]2=[O:63]>ClCCl>[OH:1][C:2]12[O:32][CH:25]([CH:26]([O:30][CH3:31])[CH2:27][CH:28]1[CH3:29])[CH:24]([O:33][CH3:34])[CH2:23][CH:22]([CH3:35])[CH2:21][C:20]([CH3:36])=[CH:19][CH:18]([CH2:37][CH2:38][CH3:39])[C:17](=[O:40])[CH2:16][CH2:15][CH:14]([CH3:41])[CH:13]([C:42]([CH3:60])=[CH:43][CH:44]1[CH2:49][CH2:48][C@H:47]([OH:50])[CH:46]([O:58][CH3:59])[CH2:45]1)[O:12][C:11](=[O:61])[CH:10]1[N:5]([CH2:6][CH2:7][CH2:8][CH2:9]1)[C:4](=[O:62])[C:3]2=[O:63]. Procedure details: Silica (18 g, Merck Kieselgel 60) was added to a solution of the product of step (a) (300 mg) in dichloromethane (100 ml). Volatiles were then removed in vacuo at room temperature and the resulting freely flowing powder was stored at 8° C. for 16 hours. The support was then washed with acetone containing triethylamine and the solvent was evaporated in vacuo to an oil. Chromatography on silica eluting with hexane in an acetone gradient then gave the title compound as a foam (79 mg). Reaction SMILES: [Cl:1][C:2]1[CH:3]=[N:4][C:5]2[C:10]([CH:11]=1)=[CH:9][CH:8]=[C:7]([Cl:12])[C:6]=2C=O.[N+:15]([C:18]1[CH:23]=[C:22]([N+:24]([O-:26])=[O:25])[CH:21]=[CH:20][C:19]=1[NH:27][NH2:28])([O-:17])=[O:16].O>C(O)C>[Cl:1][C:2]1[CH:3]=[N:4][C:5]2[C:6](=[N:28][NH:27][C:19]3[CH:20]=[CH:21][C:22]([N+:24]([O-:26])=[O:25])=[CH:23][C:18]=3[N+:15]([O-:17])=[O:16])[CH:7]([Cl:12])[CH:8]=[CH:9][C:10]=2[CH:11]=1. Yield: 85.5%. Reactants: ClC=1C=NC2=C(C(=CC=C2C1)Cl)C=O (3,7-dichloroquinoline-8-carbaldehyde), [N+](=O)([O-])C1=C(C=CC(=C1)[N+](=O)[O-])NN (2,4-dinitrophenylhydrazine), O (Water). Solvent: C(C)O (ethanol). Procedure details: 23 g of 3,7-dichloroquinoline-8-carbaldehyde and 20 g of 2,4-dinitrophenylhydrazine in 500 ml of ethanol were heated at 80° C. for 5 hours. Water was added to the reaction mixture, and the precipitated solid was filtered off under suction and recrystallized from dimethylformamide to give 34 g (85% of theory) of 3,7-dichloro-8-(2,4-dinitrophenylhydrazono)-quinoline of melting point >280° C. The product is ClC=1C=NC=2C(C(C=CC2C1)Cl)=NNC1=C(C=C(C=C1)[N+](=O)[O-])[N+](=O)[O-] (3,7-dichloro-8-(2,4-dinitrophenylhydrazono)-quinoline). Reactants: COC1=CC=C(C=C1)N1CCN(CC1)CC=1C(=NC(=NC1)N)N (5-[4-(4-methoxy-phenyl)-piperazin-1-ylmethyl]-pyrimidine-2,4-diamine), Cl (hydrochloric acid). The solvent is CO (methanol). Yields the product Cl.COC1=CC=C(C=C1)N1CCN(CC1)CC=1C(=NC(=NC1)N)N (5-[4-(4-methoxy-phenyl)-piperazin-1-ylmethyl]-pyrimidine-2,4-diamine hydrochloride). Yield: 105.4%. As a reaction SMILES: [CH3:1][O:2][C:3]1[CH:8]=[CH:7][C:6]([N:9]2[CH2:14][CH2:13][N:12]([CH2:15][C:16]3[C:17]([NH2:23])=[N:18][C:19]([NH2:22])=[N:20][CH:21]=3)[CH2:11][CH2:10]2)=[CH:5][CH:4]=1.[ClH:24]>CO>[ClH:24].[CH3:1][O:2][C:3]1[CH:4]=[CH:5][C:6]([N:9]2[CH2:10][CH2:11][N:12]([CH2:15][C:16]3[C:17]([NH2:23])=[N:18][C:19]([NH2:22])=[N:20][CH:21]=3)[CH2:13][CH2:14]2)=[CH:7][CH:8]=1 |f:3.4|. Procedure: 0.23 g (0.00073 mol) of 5-[4-(4-methoxy-phenyl)-piperazin-1-ylmethyl]-pyrimidine-2,4-diamine was dissolved in 250 ml of hot methanol. The solution was treated at room temperature with 0.84 ml (0.00293 mol) of 3.5N ethanolic hydrochloric acid. The solution was completely freed from the solvents and recrystallized from methanol/diethyl ether. 0.27 g (96%) of 5-[4-(4-methoxy-phenyl)-piperazin-1-ylmethyl]-pyrimidine-2,4-diamine hydrochloride (1:2.3) was obtained as white crystals; m.p. 215°-216°.